From a dataset of the Open Reaction Database (ORD), a public repository of structured organic reaction records. describe an organic reaction: reactants, conditions, products, and yield Starting materials: C(C)C=1C=C(C=NC1)C1=CC2=C(C=N1)C=NN2C2=NC(=CC=C2)F (6-(5-ethylpyridin-3-yl)-1-(6-fluoropyridin-2-yl)-1H-pyrazolo[4,3-c]pyridine), N1CCNCC(C1)O (1,4-diazepan-6-ol). Product: C(C)C=1C=C(C=NC1)C1=CC2=C(C=N1)C=NN2C2=CC=CC(=N2)N2CCNCC(C2)O (1-(6-(6-(5-ethylpyridin-3-yl)-1H-pyrazolo[4,3-c]pyridin-1-yl)pyridin-2-yl)-1,4-diazepan-6-ol). The yield is 12.0%. As a reaction SMILES: [CH2:1]([C:3]1[CH:4]=[C:5]([C:9]2[N:14]=[CH:13][C:12]3[CH:15]=[N:16][N:17]([C:18]4[CH:23]=[CH:22][CH:21]=[C:20](F)[N:19]=4)[C:11]=3[CH:10]=2)[CH:6]=[N:7][CH:8]=1)[CH3:2].[NH:25]1[CH2:31][CH:30]([OH:32])[CH2:29][NH:28][CH2:27][CH2:26]1>>[CH2:1]([C:3]1[CH:4]=[C:5]([C:9]2[N:14]=[CH:13][C:12]3[CH:15]=[N:16][N:17]([C:18]4[N:19]=[C:20]([N:25]5[CH2:31][CH:30]([OH:32])[CH2:29][NH:28][CH2:27][CH2:26]5)[CH:21]=[CH:22][CH:23]=4)[C:11]=3[CH:10]=2)[CH:6]=[N:7][CH:8]=1)[CH3:2]. Procedure: Following the procedures as described in EXAMPLE 8 and starting with 6-(5-ethylpyridin-3-yl)-1-(6-fluoropyridin-2-yl)-1H-pyrazolo[4,3-c]pyridine and 1,4-diazepan-6-ol, 106 was obtained as an off-white solid (49.4 mg, 12%). MS (ESI) m/z: 416.1 [M+H]+ The reactants are BrCC1=CC=C(C=C1)C1(CC1)C(=O)OC (Methyl 1-(4-(bromomethyl)phenyl)cyclopropanecarboxylate), OC=1C=C(C(=O)C2=CC=CC=C2)C=CC1 (3-hydroxybenzophenone), C([O-])([O-])=O.[K+].[K+] (potassium carbonate). Run in CN(C=O)C (dimethyl formamide), O (water). Reaction conditions: temperature 60 celsius, time 16 hour. Product: C(C1=CC=CC=C1)(=O)C=1C=C(OCC2=CC=C(C=C2)C2(CC2)C(=O)OC)C=CC1 (Methyl 1-(4-((3-benzoylphenoxy)methyl)phenyl)cyclopropanecarboxylate). Isolated yield 104.6%. As a reaction SMILES: Br[CH2:2][C:3]1[CH:8]=[CH:7][C:6]([C:9]2([C:12]([O:14][CH3:15])=[O:13])[CH2:11][CH2:10]2)=[CH:5][CH:4]=1.[OH:16][C:17]1[CH:18]=[C:19]([CH:28]=[CH:29][CH:30]=1)[C:20]([C:22]1[CH:27]=[CH:26][CH:25]=[CH:24][CH:23]=1)=[O:21].C(=O)([O-])[O-].[K+].[K+]>CN(C)C=O.O>[C:20]([C:19]1[CH:18]=[C:17]([CH:30]=[CH:29][CH:28]=1)[O:16][CH2:2][C:3]1[CH:8]=[CH:7][C:6]([C:9]2([C:12]([O:14][CH3:15])=[O:13])[CH2:11][CH2:10]2)=[CH:5][CH:4]=1)(=[O:21])[C:22]1[CH:23]=[CH:24][CH:25]=[CH:26][CH:27]=1 |f:2.3.4|. Procedure details: Methyl 1-(4-(bromomethyl)phenyl)cyclopropanecarboxylate (2.478 g, 9.207 mmol) was added to a mixture of 3-hydroxybenzophenone (2.19 g, 11.05 mmol) and potassium carbonate (3.054 g, 22.10 mmol) in dimethyl formamide (46 mL). The reaction mixture was stirred at 60° C. for 16 hours. The reaction mixture was diluted with water and extracted with ethyl acetate (×3). The combined organic extracts were washed with 10% aqueous potassium carbonate (×5), 2M NaOH (×5), brine and dried (magnesium sulfate), ... Starting materials: ClCCl, C=C(C)c1ccccc1, COC(=O)CCCC(C)(C)c1ccc(O)c(C)c1, [O-][Cl+3]([O-])([O-])O. Yields the product COC(=O)CCCC(C)(C)c1cc(C)c(O)c(C(C)(C)c2ccccc2)c1. Reaction SMILES: [CH2:33]([Cl:34])[Cl:35].[CH3:19][C:20](=[CH2:21])[c:22]1[cH:23][cH:24][cH:25][cH:26][cH:27]1.[CH3:1][c:2]1[c:3]([OH:18])[cH:4][cH:5][c:6]([C:8]([CH3:9])([CH2:10][CH2:11][CH2:12][C:13](=[O:14])[O:15][CH3:16])[CH3:17])[cH:7]1.[Cl+3:28]([OH:29])([O-:30])([O-:31])[O-:32]>>[CH3:1][c:2]1[c:3]([OH:18])[c:4]([C:20]([CH3:19])([CH3:21])[c:22]2[cH:23][cH:24][cH:25][cH:26][cH:27]2)[cH:5][c:6]([C:8]([CH3:9])([CH2:10][CH2:11][CH2:12][C:13](=[O:14])[O:15][CH3:16])[CH3:17])[cH:7]1. The reactants are CO, O=c1cc(CO)n(Cc2ccco2)cc1OC(c1ccccc1)c1ccccc1. The product is O=Cc1cc(=O)c(OC(c2ccccc2)c2ccccc2)cn1Cc1ccco1. Reaction SMILES: [CH3:30][OH:31].[c:1]1([CH:7]([O:8][c:9]2[cH:10][n:11]([CH2:18][c:19]3[o:20][cH:21][cH:22][cH:23]3)[c:12]([CH2:16][OH:17])[cH:13][c:14]2=[O:15])[c:24]2[cH:25][cH:26][cH:27][cH:28][cH:29]2)[cH:2][cH:3][cH:4][cH:5][cH:6]1>>[c:1]1([CH:7]([O:8][c:9]2[cH:10][n:11]([CH2:18][c:19]3[o:20][cH:21][cH:22][cH:23]3)[c:12]([CH:16]=[O:17])[cH:13][c:14]2=[O:15])[c:24]2[cH:25][cH:26][cH:27][cH:28][cH:29]2)[cH:2][cH:3][cH:4][cH:5][cH:6]1.